Dataset: the Open Reaction Database (ORD), a public repository of structured organic reaction records. Task: describe an organic reaction: reactants, conditions, products, and yield Starting materials: solid, BrC1=CC(=CC=2C(=C3N(C12)CCNC3=O)C)C#N (6-bromo-10-methyl-1-oxo-1,2,3,4-tetrahydro-pyrazino[1,2-a]indole-8-carbonitrile), BrC1=CC(=CC=2C(=C3N(C12)CCNC3=O)C)C#N (6-bromo-10-methyl-1-oxo-1,2,3,4-tetrahydro-pyrazino[1,2-a]indole-8-carbonitrile), FC=1C=C(C=C(C1)F)B(O)O (3,5-difluoro-phenylboronic acid). The product is FC=1C=C(C=C(C1)F)C1=CC(=CC=2C(=C3N(C12)CCNC3=O)C)C#N (6-(3,5-Difluorophenyl)-10-methyl-1-oxo-3,4-dihydro-2H-pyrazino[1,2-a]indole-8-carbonitrile). As a reaction SMILES: Br[C:2]1[C:10]2[N:9]3[CH2:11][CH2:12][NH:13][C:14](=[O:15])[C:8]3=[C:7]([CH3:16])[C:6]=2[CH:5]=[C:4]([C:17]#[N:18])[CH:3]=1.[F:19][C:20]1[CH:21]=[C:22](B(O)O)[CH:23]=[C:24]([F:26])[CH:25]=1>>[F:19][C:20]1[CH:21]=[C:22]([C:2]2[C:10]3[N:9]4[CH2:11][CH2:12][NH:13][C:14](=[O:15])[C:8]4=[C:7]([CH3:16])[C:6]=3[CH:5]=[C:4]([C:17]#[N:18])[CH:3]=2)[CH:23]=[C:24]([F:26])[CH:25]=1. Procedure: The title compound, grey solid (43 mg, 51%), MS (ISP) m/z=338.5 [(M+H)+], mp 303° C., was prepared in accordance with the general method of example 1 from 6-bromo-10-methyl-1-oxo-1,2,3,4-tetrahydro-pyrazino[1,2-a]indole-8-carbonitrile (intermediate 16) (76 mg, 0.25 mmol) and commercially available 3,5-difluoro-phenylboronic acid (51.3 mg, 0.325 mmol). Reactants: COC(C[C@@H]1COC2=C1C=CC(=C2)O[C@@H]2CCC1=C(C=CC(=C21)F)O)=O ({(S)-6-[(R)-7-fluoro-4-hydroxy-indan-1-yloxy]-2,3-dihydro-benzofuran-3-yl}-acetic acid methyl ester), N1=CC(=CC=C1)B(O)O (pyridine-3-boronic acid), Intermediate 6. Yields the product COC(C[C@@H]1COC2=C1C=CC(=C2)O[C@@H]2CCC1=C(C=CC(=C21)F)OC=2C=NC=CC2)=O ({(S)-6-[(R)-7-Fluoro-4-pyrid-3-yloxy-indan-1-yloxy]-2,3-dihydro-benzofuran-3-yl}-acetic acid methyl ester). RXN SMILES: [CH3:1][O:2][C:3](=[O:26])[CH2:4][C@H:5]1[C:9]2[CH:10]=[CH:11][C:12]([O:14][C@H:15]3[C:23]4[C:18](=[C:19]([OH:25])[CH:20]=[CH:21][C:22]=4[F:24])[CH2:17][CH2:16]3)=[CH:13][C:8]=2[O:7][CH2:6]1.[N:27]1[CH:32]=[CH:31][CH:30]=[C:29](B(O)O)[CH:28]=1>>[CH3:1][O:2][C:3](=[O:26])[CH2:4][C@H:5]1[C:9]2[CH:10]=[CH:11][C:12]([O:14][C@H:15]3[C:23]4[C:18](=[C:19]([O:25][C:29]5[CH:28]=[N:27][CH:32]=[CH:31][CH:30]=5)[CH:20]=[CH:21][C:22]=4[F:24])[CH2:17][CH2:16]3)=[CH:13][C:8]=2[O:7][CH2:6]1. Reported procedure: The title compound is prepared from {(S)-6-[(R)-7-fluoro-4-hydroxy-indan-1-yloxy]-2,3-dihydro-benzofuran-3-yl}-acetic acid methyl ester and pyridine-3-boronic acid following a procedure analogous to that described for Intermediate 6. LC (method 2): tR=1.08 min; Mass spectrum (ESI+): m/z=436 [M+H]+. Reactants: [OH-].[Na+] (sodium hydroxide), Cl (hydrochloric acid), ClC1=CC=C(C=N1)S(=O)(=O)Cl (6-chloro-3-pyridinesulfonyl chloride), [OH-].[Na+] (NaOH). The solvent is O (water), O1CCOCC1 (dioxane). Product: [Na+].ClC1=CC=C(C=N1)S(=O)(=O)[O-] (6-Chloro-3-pyridinesulfonic acid sodium salt). As a reaction SMILES: [Cl:1][C:2]1[N:7]=[CH:6][C:5]([S:8](Cl)(=[O:10])=[O:9])=[CH:4][CH:3]=1.[OH-:12].[Na+:13].Cl>O1CCOCC1.O>[Na+:13].[Cl:1][C:2]1[N:7]=[CH:6][C:5]([S:8]([O-:10])(=[O:12])=[O:9])=[CH:4][CH:3]=1 |f:1.2,6.7|. Procedure: A solution of 6-chloro-3-pyridinesulfonyl chloride (5.0 g, 24 mmol) (C. Rath. Annalen. 1931, 487, 105-119) in dioxane (10 ml) and the solution cooled to 0° C. A solution of sodium hydroxide (1.88 g, 47 mmol) in water (20 ml) was added drop-wise to the stirred solution over 10 mins. After another 10 mins 0.5 pellet of NaOH was added and after a further 15 minutes the pH was adjusted to pH 7 with 2M hydrochloric acid and the solvent was vacuumed down. The material was dried on a Dean and Stark tra... Starting materials: OO (hydrogen peroxide), C1(CCCCC1)=O (cyclohexanone). Solvent: O (water). Run at time 8 hour. The product is C1CCC(CC1)(O)OOC2(CCCCC2)O (1,1'-Dihydroxydicyclohexyl Peroxide). Reaction SMILES: [OH:1][OH:2].[C:3]1(=[O:9])[CH2:8][CH2:7][CH2:6][CH2:5][CH2:4]1>O>[CH2:6]1[CH2:7][CH2:8][C:3]([O:1][O:2][C:3]2([OH:9])[CH2:8][CH2:7][CH2:6][CH2:5][CH2:4]2)([OH:9])[CH2:4][CH2:5]1. Procedure details: In a 200 ml, 3-neck round-bottom flask equipped with a magnetic stirring bar, two addition funnels, and a thermometer, was placed 20.45 ml. of 30% hydrogen peroxide. One addition funnel was charged with 41.3 ml. of distilled cyclohexanone and the other with 82.6 ml of water. The contents of the two addition funnels were discharged gradually and constantly into the stirred round-bottom flask whose contents were kept at a constant temperature of about 25°-26° C. No exothermicity was noted. After b... Reactants: ClC=1C(NN=C(C1Cl)[N+](=O)[O-])=O (4,5-dichloro-6-nitro-3(2H)pyridazinone), C(CC)OC=1C=C(CN)C=CC1OC (3-n-propoxy-4-methoxybenzylamine). The solvent is C(C)O (ethanol). Run at time 15 hour. The product is ClC=1C(NN=C(C1NCC1=CC(=C(C=C1)OC)OCCC)[N+](=O)[O-])=O (4-chloro-5-(3-n-propoxy-4-methoxybenzylamino)-6-nitro-3(2H)pyridazinone). RXN SMILES: [Cl:1][C:2]1[C:3](=[O:12])[NH:4][N:5]=[C:6]([N+:9]([O-:11])=[O:10])[C:7]=1Cl.[CH2:13]([O:16][C:17]1[CH:18]=[C:19]([CH:22]=[CH:23][C:24]=1[O:25][CH3:26])[CH2:20][NH2:21])[CH2:14][CH3:15]>C(O)C>[Cl:1][C:2]1[C:3](=[O:12])[NH:4][N:5]=[C:6]([N+:9]([O-:11])=[O:10])[C:7]=1[NH:21][CH2:20][C:19]1[CH:22]=[CH:23][C:24]([O:25][CH3:26])=[C:17]([O:16][CH2:13][CH2:14][CH3:15])[CH:18]=1. Procedure: A mixture comprising 8.0 g of 4,5-dichloro-6-nitro-3(2H)pyridazinone, 29.75 g of 3-n-propoxy-4-methoxybenzylamine and 160 ml of ethanol, was refluxed under stirring for 15 hours. Ethanol was distilled off under reduced pressure, and water was added to the residue thereby obtained. The mixture was extracted with chloroform. The extract was washed with water and dried over sodium sulfate. Then, the solvent was distilled off to obtain an orange solid substance. This product was crystallized from a ... The reactants are C(CCC)[Li] (n-butyllithium), BrC1=CC(=C(C=O)C=C1)F (4-bromo-2-fluoro-benzaldehyde). The reagents and catalysts are [Br-].C[P+](C1=CC=CC=C1)(C1=CC=CC=C1)C1=CC=CC=C1 (methyltriphenylphosphonium bromide). Run in C1CCOC1 (THF), O1CCCC1 (tetrahydrofuran). Reaction conditions: temperature -78 celsius, time 15 minute. The product is BrC1=CC(=C(C=C1)C=C)F (4-bromo-2-fluoro-1-vinylbenzene). RXN SMILES: [CH2:1]([Li])CCC.[Br:6][C:7]1[CH:14]=[CH:13][C:10]([CH:11]=O)=[C:9]([F:15])[CH:8]=1>[Br-].C[P+](C1C=CC=CC=1)(C1C=CC=CC=1)C1C=CC=CC=1.O1CCCC1>[Br:6][C:7]1[CH:14]=[CH:13][C:10]([CH:11]=[CH2:1])=[C:9]([F:15])[CH:8]=1 |f:2.3|. Reported procedure: To a suspension of methyltriphenylphosphonium bromide (1.1 eq) in tetrahydrofuran (0.13M) at −78° C., was added n-butyllithium (2.5M in hexanes, 1.1 eq) dropwise over 20 min. The reaction mixture was stirred at −78° C. for 15 min, warm to 0° C., stirred for 15 min and cooled back to −78° C. A solution of 4-bromo-2-fluoro-benzaldehyde (1 eq) in 100 mL THF was added dropwise over 30 min. Final mixture was allowed to warm slowly to rt and stirred for 1 h. The resulting mixture was quenched with a s... Reactants: N[Cu] (amino copper), ( b ), C([O-])([O-])=O.[Na+].[Na+] (sodium carbonate), N1=C(Cl)N=C(Cl)N=C1Cl (cyanuric chloride). Product: ClC1=NC(=NC(=N1)Cl)N[Cu] (2,4-dichloro-s-triazin-6-ylamino copper). As a reaction SMILES: [NH2:1][Cu:2].C(=O)([O-])[O-].[Na+].[Na+].[N:9]1[C:16]([Cl:17])=[N:15][C:13](Cl)=[N:12][C:10]=1[Cl:11]>>[Cl:17][C:16]1[N:9]=[C:10]([Cl:11])[N:12]=[C:13]([NH:1][Cu:2])[N:15]=1 |f:1.2.3|. Reported procedure: The preferred starting point for the further reaction of the amino copper complex formazan compound is the synthesis solution of (b), which is at pH 4, by reacting the solution with thorough stirring at a temperature of 0° to 5° C. and at a pH between 3 and 4, which is maintained by means of an aqueous sodium carbonate solution, with 16.6 parts of cyanuric chloride to give the 2,4-dichloro-s-triazin-6-ylamino copper complex formazan compound in the course of 3 to 4 hours. Conditions: time 10 minute. Reaction SMILES: BrBr.[S-:3][C:4]#[N:5].[K+].[CH2:7]([S:9]([CH:11]1[C:20]2[C:15](=[CH:16][CH:17]=[C:18]([C:21]([F:24])([F:23])[F:22])[CH:19]=2)[NH:14][CH2:13][CH2:12]1)=[O:10])[CH3:8].N.[CH3:26][S:27]([OH:30])(=[O:29])=[O:28]>C(O)(=O)C.C(OCC)(=O)C.C(O)(C)C>[CH3:26][S:27]([OH:30])(=[O:29])=[O:28].[NH:5]=[C:4]1[N:14]2[C:15]3[C:20]([CH:11]([S:9]([CH2:7][CH3:8])=[O:10])[CH2:12][CH2:13]2)=[CH:19][C:18]([C:21]([F:23])([F:22])[F:24])=[CH:17][C:16]=3[S:3]1 |f:1.2,9.10|. Procedure details: A solution of 0.25 g of bromine in 2 ml of acetic acid is poured dropwise into a solution, kept under argon and at around 17° C., of 0.42 g of potassium thiocyanate in 5 ml of acetic acid and the suspension obtained is stirred for 10 minutes before adding thereto a solution of 0.4 g of 4-ethylsulphinyl-6-trifluoromethyl-1,2,3,4-tetrahydroquinoline in 1 ml of acetic acid. The reaction mixture is stirred for 16 hours at a temperature close to 20° C. and then poured over a cold aqueous solution of ... The solvent is C(C)(=O)O (acetic acid), C(C)(=O)O (acetic acid), C(C)(=O)OCC (ethyl acetate), C(C)(=O)O (acetic acid), C(C)(=O)OCC (ethyl acetate), C(C)(C)O (isopropanol). Starting materials: [S-]C#N.[K+] (potassium thiocyanate), BrBr (bromine), N (ammonia), C(C)S(=O)C1CCNC2=CC=C(C=C12)C(F)(F)F (4-ethylsulphinyl-6-trifluoromethyl-1,2,3,4-tetrahydroquinoline), CS(=O)(=O)O (methanesulphonic acid). Yields the product CS(=O)(=O)O.N=C1SC=2C=C(C=C3C(CCN1C23)S(=O)CC)C(F)(F)F (2-imino-6-ethylsulphinyl -8-trifluoromethyl-5,6-dihydro-2H,4H-thiazolo[5,4,3-ij]quinoline methanesulphonate).